From a dataset of the Open Reaction Database (ORD), a public repository of structured organic reaction records. describe an organic reaction: reactants, conditions, products, and yield Starting materials: CCOC(=O)c1cnc(Nc2ccc(N3CCOCC3)cc2)cc1NCC1CCCCC1, CCO, Cl, [Na+], C1CCOC1, [OH-], O. Yields the product O=C(O)c1cnc(Nc2ccc(N3CCOCC3)cc2)cc1NCC1CCCCC1. RXN SMILES: [CH2:1]([CH3:2])[O:3][C:4](=[O:5])[c:6]1[cH:7][n:8][c:9]([NH:20][c:21]2[cH:22][cH:23][c:24]([N:27]3[CH2:28][CH2:29][O:30][CH2:31][CH2:32]3)[cH:25][cH:26]2)[cH:10][c:11]1[NH:12][CH2:13][CH:14]1[CH2:15][CH2:16][CH2:17][CH2:18][CH2:19]1.[CH2:39]([OH:40])[CH3:41].[ClH:33].[Na+:43].[O:34]1[CH2:35][CH2:36][CH2:37][CH2:38]1.[OH-:42].[OH2:44]>>[O:3]=[C:4]([OH:5])[c:6]1[cH:7][n:8][c:9]([NH:20][c:21]2[cH:22][cH:23][c:24]([N:27]3[CH2:28][CH2:29][O:30][CH2:31][CH2:32]3)[cH:25][cH:26]2)[cH:10][c:11]1[NH:12][CH2:13][CH:14]1[CH2:15][CH2:16][CH2:17][CH2:18][CH2:19]1. As a reaction SMILES: S(=O)(=O)(O)[OH:2].[CH2:6]([S:8][C:9]1[CH:16]=[C:15]([N:17]2[CH2:22][CH2:21][O:20][CH2:19][C@H:18]2[CH3:23])[CH:14]=[C:13]([CH3:24])[C:10]=1[C:11]#[N:12])[CH3:7]>>[CH2:6]([S:8][C:9]1[CH:16]=[C:15]([N:17]2[CH2:22][CH2:21][O:20][CH2:19][C@H:18]2[CH3:23])[CH:14]=[C:13]([CH3:24])[C:10]=1[C:11]([NH2:12])=[O:2])[CH3:7]. Product: C(C)SC1=C(C(=O)N)C(=CC(=C1)N1[C@@H](COCC1)C)C (2-ethylsulfanyl-6-methyl-4-[(3R)-3-methyl-morpholin-4-yl]-benzamide). Reaction conditions: temperature 100 celsius. Reactants: S(O)(O)(=O)=O (sulfuric acid), C(C)SC1=C(C#N)C(=CC(=C1)N1[C@@H](COCC1)C)C (2-ethylsulfanyl-6-methyl-4-[(3R)-3-methyl-morpholin-4-yl]-benzonitrile). Procedure: Concentrated sulfuric acid (5 ml) is added to 2-ethylsulfanyl-6-methyl-4-[(3R)-3-methyl-morpholin-4-yl]-benzonitrile (0.11 g, 0.40 mmol) at RT and the resulting mixture is heated at 100° C. for 4 h. Upon completion (monitored by TLC), the reaction is slowly quenched with ice at 0° C. The mixture is basified with aqueous ammonia (pH=10). The aqueous part is extracted with ethyl acetate (3×10 ml). The combined organic layers are washed with water (10 ml), brine (10 ml), dried over anhydrous sodium...